Dataset: the Open Reaction Database (ORD), a public repository of structured organic reaction records. Task: describe an organic reaction: reactants, conditions, products, and yield Starting materials: ClC1=C(C=C(C=C1)[N+](=O)[O-])OC (4-chloro-3-methoxynitrobenzene), COCCN (2-methoxyethylamine). Yields the product COCCNC1=C(C=C(C=C1)[N+](=O)[O-])OC (4-(β-methoxyethyl)amino-3-methoxynitrobenzene). Reaction SMILES: Cl[C:2]1[CH:7]=[CH:6][C:5]([N+:8]([O-:10])=[O:9])=[CH:4][C:3]=1[O:11][CH3:12].[CH3:13][O:14][CH2:15][CH2:16][NH2:17]>>[CH3:13][O:14][CH2:15][CH2:16][NH:17][C:2]1[CH:7]=[CH:6][C:5]([N+:8]([O-:10])=[O:9])=[CH:4][C:3]=1[O:11][CH3:12]. Reported procedure: 0.3 mol (56.2 g) of 4-chloro-3-methoxynitrobenzene in 170 ml of 2-methoxyethylamine is heated to reflux for 18 hours. The excess 2-methoxyethylamine is distilled off. The reaction medium is diluted with 300 g of ice-cold water. The reactants are C1(CCCCC1)[Mg]Br (cyclohexylmagnesium bromide), ClC1=NC2=CC=CC=C2C(=C1)Cl (2,4-dichloroquinoline), O (Water), CN1CCCC1 (N-methylpyrrolidine). The reagents and catalysts are [Cl-].[Zn+2].[Cl-] (zinc chloride), CC(C)([P](C(C)(C)C)([Pd][P](C(C)(C)C)(C(C)(C)C)C(C)(C)C)C(C)(C)C)C (Pd(PtBu3)2). Run in C(C)OCC (diethyl ether), C1CCOC1 (THF). Conditions: time 20 minute. Yields the product ClC1=NC2=CC=CC=C2C(=N1)C1CCCCC1 (2-chloro-4-cyclohexylquinazoline). As a reaction SMILES: [CH:1]1([Mg]Br)C[CH2:5][CH2:4][CH2:3][CH2:2]1.C[N:10]1CCCC1.[Cl:15][C:16]1[CH:25]=[C:24](Cl)[C:23]2[C:18](=[CH:19][CH:20]=[CH:21][CH:22]=2)[N:17]=1.O>C(OCC)C.C1COCC1.[Cl-].[Zn+2].[Cl-].CC(C)([P](C(C)(C)C)([Pd][P](C(C)(C)C)(C(C)(C)C)C(C)(C)C)C(C)(C)C)C>[Cl:15][C:16]1[N:10]=[C:24]([CH:25]2[CH2:5][CH2:4][CH2:3][CH2:2][CH2:1]2)[C:23]2[C:18](=[CH:19][CH:20]=[CH:21][CH:22]=2)[N:17]=1 |f:6.7.8,^1:43,49|. Procedure details: To a solution of 2 M cyclohexylmagnesium bromide in diethyl ether (3.3 mL) was added a solution of 0.5 M zinc chloride in THF (14 mL) under nitrogen atmosphere, and the mixture was stirred at room temperature for 20 min. N-methylpyrrolidine (10 mL) was added, the mixture was stirred for 5 min, followed by addition of Pd(PtBu3)2 (0.13 g) and 2,4-dichloroquinoline (1.0 g), and the mixture was stirred at room temperature for 4 h. Water was added to the reaction mixture, and the mixture was extracte... The reactants are Cl.C(C=1C(N)=CC=CC1)(=O)O (anthranilic acid hydrochloride), C(/C=N\O)[N+](=O)[O-] (methazonic acid), C(C)(=O)[O-].[K+] (potassium acetate). Run in [N+](=O)([O-])CC=NC1=C(C(=O)O)C=CC=C1 (2-β-nitroethylideneaminobenzoic acid), C(C)(=O)OC(C)=O (acetic anhydride). Product: [N+](=O)([O-])C=1C=NC2=CC=CC=C2C1O (3-nitro-4-hydroxyquinoline). Reaction SMILES: Cl.[C:2]([OH:11])(=O)[C:3]1[C:4](=[CH:6][CH:7]=[CH:8][CH:9]=1)[NH2:5].[CH2:12]([N+:16]([O-:18])=[O:17])/[CH:13]=N\O.C([O-])(=O)C.[K+]>[N+](CC=NC1C=CC=CC=1C(O)=O)([O-])=O.C(OC(=O)C)(=O)C>[N+:16]([C:12]1[CH:13]=[N:5][C:4]2[C:3]([C:2]=1[OH:11])=[CH:9][CH:8]=[CH:7][CH:6]=2)([O-:18])=[O:17] |f:0.1,3.4|. Procedure details: In general, the novel derivatives 31-47 were synthesized as shown in the scheme depicted in FIG. 1. Condensation of anthranilic acid hydrochloride (1) with methazonic acid (2) resulted in 2-β-nitroethylideneaminobenzoic acid (3), which was dehydrated in acetic anhydride in the presence of potassium acetate to give 3-nitro-4-hydroxyquinoline (5) [Bachman, G. B. et al. Quinoline Derivatives from 3-Nitro-4-hydroxyquinoline, J. Am. Chem. Soc., 1947, 69, 365-371]. 3-Nitro-4-hydroxyquinoline (5) was t... Reactants: COC(=O)c1sc(-c2ccc(Cl)cc2)cc1CCO, Cc1ccccc1, CCOC(C)=O, O, Cc1ccc(S(=O)(=O)O)cc1. Yields the product O=C1OCCc2cc(-c3ccc(Cl)cc3)sc21. As a reaction SMILES: [CH3:1][O:2][C:3](=[O:4])[c:5]1[s:6][c:7](-[c:13]2[cH:14][cH:15][c:16]([Cl:19])[cH:17][cH:18]2)[cH:8][c:9]1[CH2:10][CH2:11][OH:12].[CH3:32][c:33]1[cH:34][cH:35][cH:36][cH:37][cH:38]1.[CH3:39][CH2:40][O:41][C:42](=[O:43])[CH3:44].[OH2:20].[c:21]1([CH3:22])[cH:23][cH:24][c:25]([S:26]([OH:27])(=[O:28])=[O:29])[cH:30][cH:31]1>>[O:2]=[C:3]1[c:5]2[s:6][c:7](-[c:13]3[cH:14][cH:15][c:16]([Cl:19])[cH:17][cH:18]3)[cH:8][c:9]2[CH2:10][CH2:11][O:12]1. The reactants are [O-][O-].[Mg+2] (magnesium dioxide), C(C)C(C(C(=O)OCC)O)=C (ethyl 3-ethyl-2-hydroxy-3-butenoate). Run in C(Cl)Cl (methylene chloride). Conditions: time 2 hour. Yields the product C(C)C(C(C(=O)OCC)=O)=C (ethyl 3-ethyl-2-oxo-3-butenoate). Reaction SMILES: [O-][O-].[Mg+2].[CH2:4]([C:6](=[CH2:14])[CH:7]([OH:13])[C:8]([O:10][CH2:11][CH3:12])=[O:9])[CH3:5]>C(Cl)Cl>[CH2:4]([C:6](=[CH2:14])[C:7](=[O:13])[C:8]([O:10][CH2:11][CH3:12])=[O:9])[CH3:5] |f:0.1|. Procedure details: 16 g of magnesium dioxide were added to a solution of 3.2 g of ethyl 3-ethyl-2-hydroxy-3-butenoate in 65 ml of methylene chloride and the mixture was stirred at room temperature for 11/2 hours. and was filtered. The solvent was distilled from the filtrate under reduced pressure to obtain ethyl 3-ethyl-2-oxo-3-butenoate in the form of a colorless liquid soluble in ether and alcohols and slighly soluble in water. Starting materials: C=C(C)CBr, O=C([O-])O, CC(C)(C)OC(=O)NC(CO)C(=O)O, [H-], [H][H], [Na+], [Na+], CN(C)C=O. The product is C=C(C)COCC(NC(=O)OC(C)(C)C)C(=O)O. RXN SMILES: [Br:19][CH2:20][C:21](=[CH2:22])[CH3:23].[C:24](=[O:25])([OH:26])[O-:27].[C:3]([CH3:4])([CH3:5])([CH3:6])[O:7][C:8](=[O:9])[NH:10][CH:11]([CH2:12][OH:13])[C:14](=[O:15])[OH:16].[H-:1].[H:17][H:18].[Na+:28].[Na+:2].[O:29]=[CH:30][N:31]([CH3:32])[CH3:33]>>[C:3]([CH3:4])([CH3:5])([CH3:6])[O:7][C:8](=[O:9])[NH:10][CH:11]([CH2:12][O:13][CH2:22][C:21](=[CH2:20])[CH3:23])[C:14](=[O:15])[OH:16]. The reactants are CC(=O)O, O=NN1CCCC1C(=O)O, [Zn]. Product: NN1CCCC1C(=O)O. As a reaction SMILES: [CH3:11][C:12](=[O:13])[OH:14].[N:1](=[O:2])[N:3]1[CH:4]([C:5](=[O:6])[OH:7])[CH2:8][CH2:9][CH2:10]1.[Zn:15]>>[NH2:1][N:3]1[CH:4]([C:5](=[O:6])[OH:7])[CH2:8][CH2:9][CH2:10]1.